Task: describe an organic reaction: reactants, conditions, products, and yield. Dataset: the Open Reaction Database (ORD), a public repository of structured organic reaction records The reactants are ice water, FCCCCS(=O)(=O)[O-] (3-fluoropropylmethane sulfonate), C([O-])([O-])=O.[K+].[K+] (potassium carbonate), ClC1=C(C=C(C(=C1)F)N1N=NNC1=O)C=CC(=O)OCC (ethyl 3-[2-chloro-4-fluoro-5-(1,4-dihydro-5-oxo-5H-tetrazol-1-yl)phenyl]propenoate). Solvent: CN(C=O)C (N,N-dimethylformamide). Reaction conditions: time 18 hour. Product: ClC1=C(C=C(C(=C1)F)N1N=NN(C1=O)CCCF)C=CC(=O)OCC (ethyl 3-[2-chloro-4-fluoro-5-[4-(3-fluoropropyl)-1,4-dihydro-5-oxo-5H-tetrazol -1yl]phenyl]propenoate). Isolated yield 24.6%. RXN SMILES: [Cl:1][C:2]1[CH:7]=[C:6]([F:8])[C:5]([N:9]2[C:13](=[O:14])[NH:12][N:11]=[N:10]2)=[CH:4][C:3]=1[CH:15]=[CH:16][C:17]([O:19][CH2:20][CH3:21])=[O:18].[F:22][CH2:23][CH2:24][CH2:25]CS([O-])(=O)=O.C(=O)([O-])[O-].[K+].[K+]>CN(C)C=O>[Cl:1][C:2]1[CH:7]=[C:6]([F:8])[C:5]([N:9]2[C:13](=[O:14])[N:12]([CH2:25][CH2:24][CH2:23][F:22])[N:11]=[N:10]2)=[CH:4][C:3]=1[CH:15]=[CH:16][C:17]([O:19][CH2:20][CH3:21])=[O:18] |f:2.3.4|. Procedure details: To a stirred mixture of 2.62 g (0.00830 mole) of ethyl 3-[2-chloro-4-fluoro-5-(1,4-dihydro-5-oxo-5H-tetrazol-1-yl)phenyl]propenoate in 20 mL of N,N-dimethylformamide was added 1.46 g (0.00939 mole) of 3-fluoropropylmethane sulfonate and 1.30 g (0.00939 mole) of potassium carbonate. The reaction mixture was heated at 50°-60° C. and was stirred at that temperature for approximately 18 hours. The mixture was cooled and was poured into ice water. This mixture was extracted with ethyl acetate. The ex...